This data is from the Open Reaction Database (ORD), a public repository of structured organic reaction records. The task is: describe an organic reaction: reactants, conditions, products, and yield The reactants are NC1=C(C(=O)O)C=C(C(=C1)F)Br (2-amino-5-bromo-4-fluorobenzoic acid), Cl.CN (methylamine hydrochloride), CN(C)C(=[N+](C)C)ON1C2=C(C=CC=C2)N=N1.[B-](F)(F)(F)F (TBTU), CCN(C(C)C)C(C)C (DIPEA). Solvent: C(Cl)Cl (DCM). Yields the product NC1=C(C(=O)NC)C=C(C(=C1)F)Br (2-amino-5-bromo-4-fluoro-N-methylbenzamide), white solid. Reaction SMILES: [NH2:1][C:2]1[CH:10]=[C:9]([F:11])[C:8]([Br:12])=[CH:7][C:3]=1[C:4](O)=[O:5].Cl.CN.[CH3:16][N:17](C(ON1N=NC2C=CC=CC1=2)=[N+](C)C)C.[B-](F)(F)(F)F.CCN(C(C)C)C(C)C>C(Cl)Cl>[NH2:1][C:2]1[CH:10]=[C:9]([F:11])[C:8]([Br:12])=[CH:7][C:3]=1[C:4]([NH:17][CH3:16])=[O:5] |f:1.2,3.4|. Reported procedure: A solution of 2-amino-5-bromo-4-fluorobenzoic acid (2.00 g, 8.55 mmol), methylamine hydrochloride (0.692 g, 10.2 mmol), TBTU (2.74 g, 8.55 mmol), and DIPEA (4.46 mL, 25.6 mmol) in DCM (15.0 mL) was stirred at rt for 30 minutes. The reaction was quenched with sat. aq. NaHCO3 (10 mL) and extracted with DCM (15 mL). The organic layer was washed with brine (10 mL), dried over anhydrous Na2SO4, filtered and concentrated under reduced pressure to a yellow oil. The crude material was purified on a Tele... Starting materials: [Cl-].[Al+3].[Cl-].[Cl-] (aluminium chloride), CC(C(=O)Cl)C (2-methylpropionyl chloride), ClC=C (chloroethene). The solvent is ClC(Cl)Cl (trichloromethane). Run at time 40 minute. Yields the product ClC(CC(C(C)C)=O)Cl (1,1-dichloro-4-methyl-3-pentanone). Reaction SMILES: [Cl-:1].[Al+3].[Cl-].[Cl-].[CH3:5][CH:6]([CH3:10])[C:7](Cl)=[O:8].[Cl:11][CH:12]=[CH2:13]>ClC(Cl)Cl>[Cl:11][CH:12]([Cl:1])[CH2:13][C:7](=[O:8])[CH:6]([CH3:10])[CH3:5] |f:0.1.2.3|. Procedure: Anhydrous aluminium chloride (27.2 g) was added to a stirred solution of 2-methylpropionyl chloride (23.4 g) in dry trichloromethane (100 ml) with external cooling to between 0° C. and 15° C. Over a period of 1 hour chloroethene (20 g) was passed through the mixture held at 24°-26° C., after which stirring was continued for a further 40 minutes. The reaction mixture was then poured onto crushed ice, the organic layer was separated, dried over magnesium sulphate and distilled under reduced pressu... Reactants: CC([C@@H](C(NC)=O)NC([C@@H]([C@H](C)N(OC1OCCCC1)C=O)CCCC1=CC=CC=C1)=O)(C)C ((2R,3S)-3-(Formyl-2-tetrahydropyranyloxyamino)-2-(3-phenyl-1-propyl)butanoic acid [(1S)-2,2-dimethyl-1-(methylcarbamoyl)-1-propyl]amide). Isolated yield 93.0%. Procedure: A solution of (2R,3S)-3-(Formyl-2-tetrahydropyranyloxyamino)-2-(3-phenyl-1-propyl)butanoic acid [(1S)-2,2-dimethyl-1-(methylcarbamoyl)-1-propyl]amide (3.0 g, 6.32 mmol) in acetic acid-water (4:1, 10 mL) is heated to 50° C. for 16 h. The reaction mixture is concentrated, then dissolved in toluene and concentrated in vacuo. The procedure is repeated once again to afford the crude product which is triturated from hot dichloromethane-diethyl ether to provide (2R,3S)-3-(Formylhydroxyamino)-2-(3-pheny... Reaction SMILES: [CH3:1][C:2]([CH3:34])([CH3:33])[C@H:3]([NH:8][C:9](=[O:32])[C@H:10]([CH2:23][CH2:24][CH2:25][C:26]1[CH:31]=[CH:30][CH:29]=[CH:28][CH:27]=1)[C@@H:11]([N:13]([CH:21]=[O:22])[O:14]C1CCCCO1)[CH3:12])[C:4](=[O:7])[NH:5][CH3:6]>C(O)(=O)C.O>[CH3:33][C:2]([CH3:1])([CH3:34])[C@H:3]([NH:8][C:9](=[O:32])[C@H:10]([CH2:23][CH2:24][CH2:25][C:26]1[CH:31]=[CH:30][CH:29]=[CH:28][CH:27]=1)[C@@H:11]([N:13]([CH:21]=[O:22])[OH:14])[CH3:12])[C:4](=[O:7])[NH:5][CH3:6] |f:1.2|. The product is CC([C@@H](C(NC)=O)NC([C@@H]([C@H](C)N(O)C=O)CCCC1=CC=CC=C1)=O)(C)C ((2R,3S)-3-(Formylhydroxyamino)-2-(3-phenyl-1-propyl)butanoic acid [(1S)-2,2-dimethyl-1-(methylcarbamoyl)-1-propyl]amide). Run in C(C)(=O)O.O (acetic acid water). Reactants: C(CC)(=O)OCCC1=CC=C(C=C1)N1C(=NC2=C1C=CC=C2)CC (2-[4-(2-ethyl-1H-benzimidazol-1-yl)phenyl]ethyl propionate), [Li+].[OH-] (LiOH). Run in CO.C1CCOC1 (methanol THF). Reaction conditions: time 3 hour. Yields the product C(C)C1=NC2=C(N1C1=CC=C(C=C1)CCO)C=CC=C2 (2-[4-(2-Ethyl-1H-benzimidazol-1-yl)phenyl]ethanol). The yield is 86356.6%. Reaction SMILES: C([O:5][CH2:6][CH2:7][C:8]1[CH:13]=[CH:12][C:11]([N:14]2[C:18]3[CH:19]=[CH:20][CH:21]=[CH:22][C:17]=3[N:16]=[C:15]2[CH2:23][CH3:24])=[CH:10][CH:9]=1)(=O)CC.[Li+].[OH-]>CO.C1COCC1>[CH2:23]([C:15]1[N:14]([C:11]2[CH:10]=[CH:9][C:8]([CH2:7][CH2:6][OH:5])=[CH:13][CH:12]=2)[C:18]2[CH:19]=[CH:20][CH:21]=[CH:22][C:17]=2[N:16]=1)[CH3:24] |f:1.2,3.4|. Procedure details: To a solution of 2-[4-(2-ethyl-1H-benzimidazol-1-yl)phenyl]ethyl propionate (1.3 g, 4 mmol) in methanol/THF (v/v, 1:1, 32 mL) was added 4N aqueous LiOH (8 mL, 8 mmol) and the resulting mixture was stirred at room temperature. After 3 h, the mixture was concentrated. The residue was dissolved in water (30 mL) and extracted with ethyl acetate (100 mL). The organic layer was washed with brine (50 mL), dried (MgSO4), and concentrated. Purification by flash column chromatography on silica gel eluting... The reactants are N,N-dimethylbarbituric acid, C(C=C)NCC(C(=O)OC)(C)NC(=O)OCC1=CC=CC=C1 (methyl 3-allylamino-2-benzyloxycarbonylamino-2-methylpropionate). Reagents/catalysts: C=1C=CC(=CC1)[P](C=2C=CC=CC2)(C=3C=CC=CC3)[Pd]([P](C=4C=CC=CC4)(C=5C=CC=CC5)C=6C=CC=CC6)([P](C=7C=CC=CC7)(C=8C=CC=CC8)C=9C=CC=CC9)[P](C=1C=CC=CC1)(C=1C=CC=CC1)C=1C=CC=CC1 (Pd(PPh3)4). The solvent is C(Cl)Cl (DCM). Product: NCC(C(=O)OC)(C)NC(=O)OCC1=CC=CC=C1 (Methyl 3-amino-2-benzyloxycarbonylamino-2-methylpropionate). The yield is 83.9%. Reaction SMILES: C([NH:4][CH2:5][C:6]([NH:12][C:13]([O:15][CH2:16][C:17]1[CH:22]=[CH:21][CH:20]=[CH:19][CH:18]=1)=[O:14])([CH3:11])[C:7]([O:9][CH3:10])=[O:8])C=C>C1C=CC([P]([Pd]([P](C2C=CC=CC=2)(C2C=CC=CC=2)C2C=CC=CC=2)([P](C2C=CC=CC=2)(C2C=CC=CC=2)C2C=CC=CC=2)[P](C2C=CC=CC=2)(C2C=CC=CC=2)C2C=CC=CC=2)(C2C=CC=CC=2)C2C=CC=CC=2)=CC=1.C(Cl)Cl>[NH2:4][CH2:5][C:6]([NH:12][C:13]([O:15][CH2:16][C:17]1[CH:18]=[CH:19][CH:20]=[CH:21][CH:22]=1)=[O:14])([CH3:11])[C:7]([O:9][CH3:10])=[O:8] |^1:26,28,47,66|. Reported procedure: A solution of 0.22 g (1.42 mmol) of N,N-dimethylbarbituric acid, 0.02 g (0.017 mmol) of Pd(PPh3)4, 1.5 ml of DCM and 0.145 g (0.47 mmol) of methyl 3-allylamino-2-benzyloxycarbonylamino-2-methylpropionate is heated at 35° C. for 2 h. The reaction solution is subsequently concentrated in vacuo, and then 20 ml of diethyl ether are added, and the solution is washed 3 times with 20 ml of saturated Na2CO3 each time. A pH of 2 is adjusted by dropwise addition of 4N HCl. The aqueous phase is separated o... Starting materials: BrCCOC1CCCCO1, C1CCOC1, [Cl-], Cc1cc(F)ccc1CC#N, [H-], [NH4+], [Na+]. The product is Cc1cc(F)ccc1C(C#N)CCOC1CCCCO1. As a reaction SMILES: [Br:14][CH2:15][CH2:16][O:17][CH:18]1[O:19][CH2:20][CH2:21][CH2:22][CH2:23]1.[CH2:26]1[O:27][CH2:28][CH2:29][CH2:30]1.[Cl-:24].[F:1][c:2]1[cH:3][c:4]([CH3:11])[c:5]([CH2:8][C:9]#[N:10])[cH:6][cH:7]1.[H-:13].[NH4+:25].[Na+:12]>>[F:1][c:2]1[cH:3][c:4]([CH3:11])[c:5]([CH:8]([C:9]#[N:10])[CH2:15][CH2:16][O:17][CH:18]2[O:19][CH2:20][CH2:21][CH2:22][CH2:23]2)[cH:6][cH:7]1. Reactants: S(=O)(=O)(O)[O-].[K+] (potassium hydrogen sulfate), ClC=1C=C(C=CC1C#N)N[C@@H](CC1=CC=C(C=C1)F)C(=O)O (N-(3-chloro-4-cyanophenyl)-4-fluorophenylalanine), CC1(OC(=O)CC(=O)O1)C (Meldrum's acid), N,N′-carbonyldiimidazole. Reagents/catalysts: CN(C)C1=CC=NC=C1 (4-(N,N-dimethylamino)pyridine). Run in O1CCCC1 (tetrahydrofuran). Run at time 8 hour. Yields the product ClC1=C(C#N)C=CC(=C1)N1C(C(=CC1=O)O)CC1=CC=C(C=C1)F (2-chloro-4-[2-(4-fluorobenzyl)-3-hydroxy-5-oxo-2,5-dihydro-1H-pyrrol-1-yl]benzonitrile). The yield is 64.4%. Reaction SMILES: [Cl:1][C:2]1[CH:3]=[C:4]([NH:10][C@H:11]([C:20]([OH:22])=O)[CH2:12][C:13]2[CH:18]=[CH:17][C:16]([F:19])=[CH:15][CH:14]=2)[CH:5]=[CH:6][C:7]=1[C:8]#[N:9].[CH3:23][C:24]1(C)OC(=O)CC(=O)[O:25]1.S([O-])(O)(=O)=O.[K+]>CN(C1C=CN=CC=1)C.O1CCCC1>[Cl:1][C:2]1[CH:3]=[C:4]([N:10]2[C:24](=[O:25])[CH:23]=[C:20]([OH:22])[CH:11]2[CH2:12][C:13]2[CH:14]=[CH:15][C:16]([F:19])=[CH:17][CH:18]=2)[CH:5]=[CH:6][C:7]=1[C:8]#[N:9] |f:2.3|. Procedure: To a solution of N-(3-chloro-4-cyanophenyl)-4-fluorophenylalanine (3.67 g), Meldrum's acid (1.74 g) and 4-(N,N-dimethylamino)pyridine (2.11 g) in tetrahydrofuran (50 mL) was added N,N′-carbonyldiimidazole (2.24 g, 13.8 mmol) at 0° C., and the mixture was stirred at room temperature overnight. A 5% aqueous potassium hydrogen sulfate solution was added to the reaction mixture, and the mixture was extracted with ethyl acetate. The organic layer was washed with 5% aqueous potassium hydrogen sulfate ... Starting materials: ClC1=NC(=CC(=N1)SCC=1C(=NC2=C(C=CC=C2C1)C)C1=CC=CC=C1)C (([(2-Chloro-6-methylpyrimidin-4-yl)thio]methyl}-8-methyl-2-phenylquinoline), CN (methylamine). Run in C1CCOC1 (THF), C1CCOC1 (THF). The product is CNC1=NC(=CC(=N1)C)SCC=1C(=NC2=C(C=CC=C2C1)C)C1=CC=CC=C1 (N,4-Dimethyl-6-{[(8-methyl-2-phenylquinolin-3-yl)methyl]thio}pyrimidin-2-amine). The yield is 10.0%. Reaction SMILES: Cl[C:2]1[N:7]=[C:6]([S:8][CH2:9][C:10]2[C:11]([C:21]3[CH:26]=[CH:25][CH:24]=[CH:23][CH:22]=3)=[N:12][C:13]3[C:18]([CH:19]=2)=[CH:17][CH:16]=[CH:15][C:14]=3[CH3:20])[CH:5]=[C:4]([CH3:27])[N:3]=1.[CH3:28][NH2:29]>C1COCC1>[CH3:28][NH:29][C:2]1[N:3]=[C:4]([CH3:27])[CH:5]=[C:6]([S:8][CH2:9][C:10]2[C:11]([C:21]3[CH:22]=[CH:23][CH:24]=[CH:25][CH:26]=3)=[N:12][C:13]3[C:18]([CH:19]=2)=[CH:17][CH:16]=[CH:15][C:14]=3[CH3:20])[N:7]=1. Procedure details: A mixture of Example 85 (100 mg, 0.29 mmol), THF (1 mL) and 2M methylamine in THF (5 mL) was heated in a microwave at 120° C. for 1 h. The solvent was removed in vacuo. Purification by preparative HPLC (Method 1) gave the title compound as a white solid (12 mg, 10%). δH (DMSO-d6) 8.52-8.55 (m, 1H), 7.82 (dd, J 8.3, 0.4 Hz, 1H), 7.68-7.72 (m, 2H), 7.59-7.64 (m, 1H), 7.45-7.55 (m, 4H), 6.95-7.05 (m, 1H), 6.30 (s, 1H), 4.55-4.65 (m, 2H), 2.68-2.75 (m, 6H), 2.11 (s, 3H). LCMS (ES+) 387.3 (M+H)+, RT ... The reactants are O.NN (Hydrazine monohydrate), CCO (EtOH), ClC1=C(C#N)C=C(C=C1)[N+](=O)[O-] (2-chloro-5-nitrobenzonitrile). Run in O (Water). Conditions: time 0.5 hour. Product: [N+](=O)([O-])C=1C=C2C(=NNC2=CC1)N (5-nitro-1H-indazol-3-amine). Reaction SMILES: [OH2:1].[NH2:2][NH2:3].CCO.Cl[C:8]1[CH:15]=[CH:14][C:13]([N+:16]([O-])=[O:17])=[CH:12][C:9]=1[C:10]#[N:11]>O>[N+:16]([C:13]1[CH:12]=[C:9]2[C:8](=[CH:15][CH:14]=1)[NH:3][N:2]=[C:10]2[NH2:11])([O-:17])=[O:1] |f:0.1|. Procedure: Hydrazine monohydrate (4.87 ml) was added to an EtOH (19 ml) solution containing 2-chloro-5-nitrobenzonitrile (1.83 g), followed by stirring for 0.5 hour under ice cooling. Water was added to the reaction solution, and a solid precipitate was collected by filtration and washed with IPE and ethyl acetate. A red solid of 5-nitro-1H-indazol-3-amine (1.45 g) was thus obtained. As a reaction SMILES: [ClH:1].[F:2][C:3]([c:4]1[cH:5][c:6]([CH2:7][O:8][CH:9]2[CH:10]([c:15]3[cH:16][cH:17][cH:18][cH:19][cH:20]3)[CH2:11][NH:12][CH2:13][CH2:14]2)[cH:21][c:22]([C:24]([F:25])([F:26])[F:27])[cH:23]1)([F:28])[F:29].[O:30]=[C:31]=[N:32][c:33]1[cH:34][cH:35][cH:36][cH:37][cH:38]1>>[F:2][C:3]([c:4]1[cH:5][c:6]([CH2:7][O:8][CH:9]2[CH:10]([c:15]3[cH:16][cH:17][cH:18][cH:19][cH:20]3)[CH2:11][N:12]([C:31](=[O:30])[NH:32][c:33]3[cH:34][cH:35][cH:36][cH:37][cH:38]3)[CH2:13][CH2:14]2)[cH:21][c:22]([C:24]([F:25])([F:26])[F:27])[cH:23]1)([F:28])[F:29]. The reactants are Cl, FC(F)(F)c1cc(COC2CCNCC2c2ccccc2)cc(C(F)(F)F)c1, O=C=Nc1ccccc1. The product is O=C(Nc1ccccc1)N1CCC(OCc2cc(C(F)(F)F)cc(C(F)(F)F)c2)C(c2ccccc2)C1.